Dataset: the Open Reaction Database (ORD), a public repository of structured organic reaction records. Task: describe an organic reaction: reactants, conditions, products, and yield The reactants are NC1=C(C(=NC2=CC=CC(=C12)OC[C@H](C)N)C)C(=O)OCC ((S)-ethyl 4-amino-5-(2-aminopropoxy)-2-methylquinoline-3-carboxylate), OCCOC=1C=C(C(=O)O)C=CC1OC (3-(2-hydroxyethoxy)-4-methoxybenzoic acid). Product: NC1=C(C(=NC2=CC=CC(=C12)OC[C@H](C)NC(C1=CC(=C(C=C1)OC)OCCO)=O)C)C(=O)OCC ((S)-ethyl 4-amino-5-(2-(3-(2-hydroxyethoxy)-4-methoxybenzamido)propoxy)-2-methylquinoline-3-carboxylate). Reaction SMILES: [NH2:1][C:2]1[C:11]2[C:6](=[CH:7][CH:8]=[CH:9][C:10]=2[O:12][CH2:13][C@@H:14]([NH2:16])[CH3:15])[N:5]=[C:4]([CH3:17])[C:3]=1[C:18]([O:20][CH2:21][CH3:22])=[O:19].[OH:23][CH2:24][CH2:25][O:26][C:27]1[CH:28]=[C:29]([CH:33]=[CH:34][C:35]=1[O:36][CH3:37])[C:30](O)=[O:31]>>[NH2:1][C:2]1[C:11]2[C:6](=[CH:7][CH:8]=[CH:9][C:10]=2[O:12][CH2:13][C@@H:14]([NH:16][C:30](=[O:31])[C:29]2[CH:33]=[CH:34][C:35]([O:36][CH3:37])=[C:27]([O:26][CH2:25][CH2:24][OH:23])[CH:28]=2)[CH3:15])[N:5]=[C:4]([CH3:17])[C:3]=1[C:18]([O:20][CH2:21][CH3:22])=[O:19]. Reported procedure: Prepared as in Example 24a from (S)-ethyl 4-amino-5-(2-aminopropoxy)-2-methyl-quinoline-3-carboxylate (Example 26b) and 3-(2-hydroxyethoxy)-4-methoxybenzoic acid as a brown solid. MS 498 (MH+).